This data is from the Open Reaction Database (ORD), a public repository of structured organic reaction records. The task is: describe an organic reaction: reactants, conditions, products, and yield Reactants: Cc1cc2ccc(S(C)(=O)=O)cc2[nH]1, Fc1ccc(S)cc1, OC(C(F)(F)F)C(F)(F)F. Product: Cc1[nH]c2cc(S(C)(=O)=O)ccc2c1Sc1ccc(F)cc1. RXN SMILES: [CH3:1][S:2](=[O:3])(=[O:4])[c:5]1[cH:6][cH:7][c:8]2[cH:9][c:10]([CH3:14])[nH:11][c:12]2[cH:13]1.[F:15][c:16]1[cH:17][cH:18][c:19]([SH:22])[cH:20][cH:21]1.[F:23][C:24]([F:25])([F:26])[CH:27]([OH:28])[C:29]([F:30])([F:31])[F:32]>>[CH3:1][S:2](=[O:3])(=[O:4])[c:5]1[cH:6][cH:7][c:8]2[c:9]([S:22][c:19]3[cH:18][cH:17][c:16]([F:15])[cH:21][cH:20]3)[c:10]([CH3:14])[nH:11][c:12]2[cH:13]1. Reactants: Cl.NC(C(=O)O)=CC1=C2C=CC(NC2=C(C=C1)OC)=O (2-amino-3-(8-methoxy-2-quinolon-5-yl)acrylic acid hydrochloride). Reagents/catalysts: [Ni] (Raney nickel). Run in [OH-].[Na+] (sodium hydroxide). Product: O.Cl.NC(C(=O)O)CC1=C2C=CC(NC2=C(C=C1)OC)=O (2-amino-3-(8-methoxy-2-quinolon-5-yl)propionic acid hydrochloride hydrate). Reaction SMILES: [ClH:1].[NH2:2][C:3](=[CH:7][C:8]1[CH:17]=[CH:16][C:15]([O:18][CH3:19])=[C:14]2[C:9]=1[CH:10]=[CH:11][C:12](=[O:20])[NH:13]2)[C:4]([OH:6])=[O:5]>[OH-].[Na+].[Ni]>[OH2:5].[ClH:1].[NH2:2][CH:3]([CH2:7][C:8]1[CH:17]=[CH:16][C:15]([O:18][CH3:19])=[C:14]2[C:9]=1[CH:10]=[CH:11][C:12](=[O:20])[NH:13]2)[C:4]([OH:6])=[O:5] |f:0.1,2.3,5.6.7|. Procedure: 6 Grams of 2-amino-3-(8-methoxy-2-quinolon-5-yl)acrylic acid hydrochloride was dissolved in 100 ml of 1N-sodium hydroxide aqueous solution. To this solution was added 2 g of Raney nickel and hydrogenation was carried out at a room temperature under 3 atmospheric pressure. The catalyst was removed by filtration, the mother liquor was neutralized with acetic acid, and allowed to stand in a refrigerator, the crystals precipitated were collected by filtration. Recrystallized from water to obtain 2 g... Reactants: O=S(Cl)Cl, O=C(O)c1ccccc1-c1ccccc1. Yields the product O=C(Cl)c1ccccc1-c1ccccc1. RXN SMILES: [S:16]([Cl:17])([Cl:18])=[O:19].[c:1]1(-[c:10]2[cH:11][cH:12][cH:13][cH:14][cH:15]2)[c:2]([C:7](=[O:8])[OH:9])[cH:3][cH:4][cH:5][cH:6]1>>[c:1]1(-[c:10]2[cH:11][cH:12][cH:13][cH:14][cH:15]2)[c:2]([C:7](=[O:8])[Cl:18])[cH:3][cH:4][cH:5][cH:6]1.